From a dataset of the Open Reaction Database (ORD), a public repository of structured organic reaction records. describe an organic reaction: reactants, conditions, products, and yield Reactants: CC1=C(O)C(=CC(=C1)O)C (2,6-dimethylhydroquinone), B(F)(F)F (BF3), CC(C=C)(C#N)O (methyl vinyl ketone cyanohydrin), P(O)(O)(O)=O (phosphoric acid). The solvent is C1(=CC=CC=C1)C (toluene), [N+](=O)([O-])C (nitromethane). Yields the product OC=1C(=C2CCC(OC2=CC1C)(C#N)C)C (6-hydroxy-2,5,7-trimethyl-2-cyanochromane). Isolated yield 79.0%. RXN SMILES: [CH3:1][C:2]1[CH:8]=[C:7]([OH:9])[CH:6]=[C:5]([CH3:10])[C:3]=1[OH:4].[CH3:11][C:12](O)([C:15]#[N:16])[CH:13]=[CH2:14].P(=O)(O)(O)O.B(F)(F)F>C1(C)C=CC=CC=1.[N+](C)([O-])=O>[OH:4][C:3]1[C:5]([CH3:10])=[C:6]2[C:7](=[CH:8][C:2]=1[CH3:1])[O:9][C:12]([CH3:11])([C:15]#[N:16])[CH2:13][CH2:14]2. Procedure: Using the method described in the last paragraph of Example 1, 23.3 g (0.169 mole) of 2,6-dimethylhydroquinone were reacted with 16.6 g (0.169 mole) of methyl vinyl ketone cyanohydrin, stabilized with 1 g of phosphoric acid, in 125 ml of toluene and 17 ml of nitromethane in the presence of 11.5 g (0.169 mole) of BF3. Conventional working up gave 6-hydroxy-2,5,7-trimethyl-2-cyanochromane in the form of colorless crystals, in 79% yield; melting point 135° C.